The task is: describe an organic reaction: reactants, conditions, products, and yield. This data is from the Open Reaction Database (ORD), a public repository of structured organic reaction records. Starting materials: CSc1ccc(C=O)cc1, CO, CC(C)(S)C(N)C(=O)O. The product is CSc1ccc(C2NC(C(=O)O)C(C)(C)S2)cc1. RXN SMILES: [CH3:10][S:11][c:12]1[cH:13][cH:14][c:15]([CH:16]=[O:17])[cH:18][cH:19]1.[CH3:20][OH:21].[NH2:1][CH:2]([C:3]([CH3:4])([CH3:5])[SH:6])[C:7](=[O:8])[OH:9]>>[NH:1]1[CH:2]([C:7](=[O:8])[OH:9])[C:3]([CH3:4])([CH3:5])[S:6][CH:16]1[c:15]1[cH:14][cH:13][c:12]([S:11][CH3:10])[cH:19][cH:18]1. The reactants are ClC1=C(C=CC=C1)C1C=2C(NC(=C1C#N)\C=C\C(=O)OCC)=NNC2 (4-(2-chlorophenyl)-5-cyano-4,7-dihydro-6-(trans-2-ethoxycarbonylethenyl)-2H-pyrazolo[3,4-b]pyridine). Product: ClC1=C(C=CC=C1)C1C=2C(NC(=C1C#N)CCC(=O)OCC)=NNC2 (4-(2-Chlorophenyl)-5-cyano-6-(2-ethoxycarbonylethyl)-4,7-dihydro-2H-pyrazolo[3,4-b]pyridine). Run in C(C)O (ethanol). Reported procedure: A suspension of 4-(2-chlorophenyl)-5-cyano-4,7-dihydro-6-(trans-2-ethoxycarbonylethenyl)-2H-pyrazolo[3,4-b]pyridine (260 mg) and 5% palladium on carbon (110 mg) in ethanol was subjected to catalytic hydrogenation at room temperature for 5 hours. The reaction mixture was filtered through Celite and the filtrate was concentrated under reduced pressure. The obtained residue was purified by silica gel column chromatography (eluent:hexane-ethyl acetate (1:1)) to give a yellow solid. The yellow solid ... Conditions: time 5 hour. Reaction SMILES: [Cl:1][C:2]1[CH:7]=[CH:6][CH:5]=[CH:4][C:3]=1[CH:8]1[C:13]([C:14]#[N:15])=[C:12](/[CH:16]=[CH:17]/[C:18]([O:20][CH2:21][CH3:22])=[O:19])[NH:11][C:10]2=[N:23][NH:24][CH:25]=[C:9]12>[Pd].C(O)C>[Cl:1][C:2]1[CH:7]=[CH:6][CH:5]=[CH:4][C:3]=1[CH:8]1[C:13]([C:14]#[N:15])=[C:12]([CH2:16][CH2:17][C:18]([O:20][CH2:21][CH3:22])=[O:19])[NH:11][C:10]2=[N:23][NH:24][CH:25]=[C:9]12. The reagents and catalysts are [Pd] (palladium on carbon). Yield: 61.2%. Reactants: CCCN(CCC)CCOCCNC(=O)OC(C)(C)C, CO, Cl, C1COCCO1. Product: CCCN(CCC)CCOCCN. RXN SMILES: [C:1]([O:2][C:3](=[O:4])[NH:7][CH2:8][CH2:9][O:10][CH2:11][CH2:12][N:13]([CH2:14][CH2:15][CH3:16])[CH2:17][CH2:18][CH3:19])([CH3:5])([CH3:6])[CH3:20].[CH3:28][OH:29].[ClH:27].[O:21]1[CH2:22][CH2:23][O:24][CH2:25][CH2:26]1>>[NH2:7][CH2:8][CH2:9][O:10][CH2:11][CH2:12][N:13]([CH2:14][CH2:15][CH3:16])[CH2:17][CH2:18][CH3:19]. The reactants are C(N)(OC)=O (methyl carbamate), NC1=C(C2=C(S1)CCCC2)C#N (2-amino-3-cyano-4,5,6,7-tetrahydrobenzo(b)thiophene), FC1=C(C(=O)NN)C=CC=C1 (2-fluorobenzhydrazide), C(CC)N(CCC)CCC (tri-n-propylamine). Run in COCCO (2-methoxyethanol). Yields the product FC1=C(C=CC=C1)C1=NN2C(NC3=C(C2=N1)C1=C(S3)CCCC1)=O (2-(2-fluorophenyl)-8,9,10,11-tetrahydro[1]benzothieno[3,2-e][1,2,4]triazolo[1,5-c]pyrimidin-5(6H)one). The yield is 50.0%. As a reaction SMILES: [C:1](=[O:5])(OC)[NH2:2].N[C:7]1[S:11][C:10]2[CH2:12][CH2:13][CH2:14][CH2:15][C:9]=2[C:8]=1[C:16]#[N:17].[F:18][C:19]1[CH:28]=[CH:27][CH:26]=[CH:25][C:20]=1[C:21]([NH:23][NH2:24])=O.C(N(CCC)CCC)CC>COCCO>[F:18][C:19]1[CH:28]=[CH:27][CH:26]=[CH:25][C:20]=1[C:21]1[N:17]=[C:16]2[N:24]([C:1](=[O:5])[NH:2][C:7]3[S:11][C:10]4[CH2:12][CH2:13][CH2:14][CH2:15][C:9]=4[C:8]=32)[N:23]=1. Reported procedure: The methyl carbamate of 2-amino-3-cyano-4,5,6,7-tetrahydrobenzo(b)thiophene (7.08 g), 2-fluorobenzhydrazide (4.66 g), 2-methoxyethanol (100 mL) and tri-n-propylamine (3 mL) are refluxed under nitrogen for 19 hours. The mixture is cooled and the precipitate collected. The mother liquor is treated with methanol (100 mL) and refrigerated 24 hours to produce a second crop of solid. The combined material is recrystallized from 2-methoxyethanol and dried 20 hours at 100°/0.01 mm to afford 2-(2-fluorop...